This data is from the Open Reaction Database (ORD), a public repository of structured organic reaction records. The task is: describe an organic reaction: reactants, conditions, products, and yield Starting materials: ClC=1C=C(NC1)C(=O)N(CC1=C(C=C(C=C1)O)F)CC1CCC1 (4-chloro-N-(cyclobutylmethyl)-N-(2-fluoro-4-hydroxybenzyl)-1H-pyrrole-2-carboxamide), C(=O)(OC(C)(C)C)N[C@@](CC)(C)C(=O)O (Boc-iso-Valine), C1CCC(CC1)N=C=NC2CCCCC2 (DCC), N1=CC=CC=C1 (pyridine). Run in C(C)(=O)OCC (ethyl acetate). Product: C(=O)(OC(C)(C)C)N[C@](C(=O)OC1=CC(=C(C=C1)CN(C(=O)C1=CC(=NN1)Cl)CC1CCC1)F)(CC)C ((S)-4-((3-chloro-N-(cyclobutylmethyl)-1H-pyrazole-5-carboxamido)methyl)-3-fluorophenyl 2-(Boc-amino)-2-methylbutanoate). The yield is 0.0%. RXN SMILES: [Cl:1][C:2]1[CH:3]=[C:4]([C:7]([N:9]([CH2:19][CH:20]2[CH2:23][CH2:22][CH2:21]2)[CH2:10][C:11]2[CH:16]=[CH:15][C:14]([OH:17])=[CH:13][C:12]=2[F:18])=[O:8])[NH:5]C=1.[C:24]([NH:31][C@:32]([C:36]([OH:38])=O)([CH3:35])[CH2:33][CH3:34])([O:26][C:27]([CH3:30])([CH3:29])[CH3:28])=[O:25].C1CCC([N:45]=C=NC2CCCCC2)CC1.N1C=CC=CC=1>C(OCC)(=O)C>[C:24]([NH:31][C@@:32]([CH3:35])([CH2:33][CH3:34])[C:36]([O:17][C:14]1[CH:15]=[CH:16][C:11]([CH2:10][N:9]([CH2:19][CH:20]2[CH2:21][CH2:22][CH2:23]2)[C:7]([C:4]2[NH:5][N:45]=[C:2]([Cl:1])[CH:3]=2)=[O:8])=[C:12]([F:18])[CH:13]=1)=[O:38])([O:26][C:27]([CH3:30])([CH3:29])[CH3:28])=[O:25]. Procedure: To a solution of 4-chloro-N-(cyclobutylmethyl)-N-(2-fluoro-4-hydroxybenzyl)-1H-pyrrole-2-carboxamide (0.040 g, 0.118 mmol) in 3 mL ethyl acetate was added Boc-iso-Valine (0.026 g, 0.118 mmol), DCC (0.037 g, 0.178 mmol) and pyridine 0.5 mL. The reaction mixture was added at r.t. for overnight. After removal of all the solvent, the residue was purified by chromatography. (0-30% methanol/DCM) (S)-4-((3-chloro-N-(cyclobutylmethyl)-1H-pyrazole-5-carboxamido)methyl)-3-fluorophenyl 2-(Boc-amino)-2-meth... Starting materials: BrC1=C(C=CC=C1)C(C)C (1-bromo-2-isopropylbenzene), C(#N)[Cu] (CuCN), ice. Run in CN(C)C=O (DMF). Product: C(C)(C)C1=C(C#N)C=CC=C1 (2-isopropylbenzonitrile). Yield: 81.9%. RXN SMILES: Br[C:2]1[CH:7]=[CH:6][CH:5]=[CH:4][C:3]=1[CH:8]([CH3:10])[CH3:9].[C:11]([Cu])#[N:12]>CN(C=O)C>[CH:8]([C:3]1[CH:4]=[CH:5][CH:6]=[CH:7][C:2]=1[C:11]#[N:12])([CH3:10])[CH3:9]. Procedure details: To a dry, N2 purged 100 mL round bottom flask attached with condenser was added 1-bromo-2-isopropylbenzene (10.0 g, 50.2 mmol), anhydrous DMF (26 mL), and CuCN (5.85 g, 653 mmol) The reaction slurry was stirred at reflux under N2 for 4 hrs prior to analysis by GCMS. The reaction mixture was cooled to room temperature and poured into an ice/aq NH4Cl solution. The resulting precipitates were removed by vacuum filtration through a Buchner funnel. The aqueous filtrate was extracted with EtOAc (150 m... Starting materials: FC1=CC=C(C=C1)C(CCC(=O)Cl)=O (gamma-(p-fluorophenyl)-gamma-oxo-butyric acid chloride), C(C)(C)C1(CCNCC1)OC (4-isopropyl-4-methoxy-piperidine). Solvent: C1=CC=CC=C1 (benzene), C(C)N(CC)CC (triethylamine). Yields the product Cl.C(C)(C)C1(CCN(CC1)CCCC(=O)C1=CC=C(C=C1)F)OC (gamma-(4-isopropyl-4-methoxy-piperidino)-p-fluorobutyrophenone hydrochloride). As a reaction SMILES: [F:1][C:2]1[CH:7]=[CH:6][C:5]([C:8](=[O:14])[CH2:9][CH2:10][C:11]([Cl:13])=O)=[CH:4][CH:3]=1.[CH:15]([C:18]1([O:24][CH3:25])[CH2:23][CH2:22][NH:21][CH2:20][CH2:19]1)([CH3:17])[CH3:16]>C1C=CC=CC=1.C(N(CC)CC)C>[ClH:13].[CH:15]([C:18]1([O:24][CH3:25])[CH2:19][CH2:20][N:21]([CH2:11][CH2:10][CH2:9][C:8]([C:5]2[CH:6]=[CH:7][C:2]([F:1])=[CH:3][CH:4]=2)=[O:14])[CH2:22][CH2:23]1)([CH3:17])[CH3:16] |f:4.5|. Procedure: To a mixture of 21.5 g (0.1 m) of gamma-(p-fluorophenyl)-gamma-oxo-butyric acid chloride and 15.7 (0.1 m) of 4-isopropyl-4-methoxy-piperidine in 200 ml of benzene, 15.5 ml (0.11 m) of triethylamine is added. The triethylamine hydrochloride formed is filtered off and the solvent removed by evaporation under vacuum on a steambath. The residue is dissolved in dry ether and added dropwise to a suspension of 15 g of lithium aluminum hydride in ether. The reaction mixture is refluxed for two hours and... Run in C(C)(=O)O (acetic acid), 9/1. As a reaction SMILES: [OH-].[Na+].[CH3:3][N:4]([C:13]1[CH:14]=[C:15]([C:19]2[CH:24]=[CH:23][C:22]([CH2:25][CH2:26][C:27]([O:29]C)=[O:28])=[CH:21][CH:20]=2)[CH:16]=[CH:17][CH:18]=1)[C:5]([NH:7][CH2:8][CH2:9][CH2:10][CH2:11][CH3:12])=[O:6].O1CCCC1.CO.O>C(O)(=O)C>[CH3:3][N:4]([C:13]1[CH:14]=[C:15]([C:19]2[CH:24]=[CH:23][C:22]([CH2:25][CH2:26][C:27]([OH:29])=[O:28])=[CH:21][CH:20]=2)[CH:16]=[CH:17][CH:18]=1)[C:5]([NH:7][CH2:8][CH2:9][CH2:10][CH2:11][CH3:12])=[O:6] |f:0.1,3.4|. Reaction conditions: time 2 hour. Reported procedure: 130 mg (3.2 mmol, 5 eq) of sodium hydroxide are added to a solution of 245 mg (0.64 mmol, 1 eq) of methyl 3-[3′-(1-methyl-3-pentylureido)biphenyl-4-yl]propanoate in 6 ml of a 9/1 tetrahydrofuran/methanol mixture. The reaction mixture is stirred for 2 hours at room temperature. The reaction is stopped by addition of 10 mL of water and 2 mL of acetic acid and then extracted with ethyl acetate. The organic phases are combined and dried over sodium sulfate. The solvents are evaporated off and the re... Reactants: O (water), [OH-].[Na+] (sodium hydroxide), CN(C(=O)NCCCCC)C=1C=C(C=CC1)C1=CC=C(C=C1)CCC(=O)OC (methyl 3-[3′-(1-methyl-3-pentylureido)biphenyl-4-yl]propanoate), O1CCCC1.CO (tetrahydrofuran methanol). Yields the product CN(C(=O)NCCCCC)C=1C=C(C=CC1)C1=CC=C(C=C1)CCC(=O)O (3-[3′-(1-methyl-3-pentylureido)biphenyl-4-yl]propanoic acid). Yield: 26.7%. Reactants: c1nccnc1C(=NCc1ccc(cc1)OC)C. Reagents/catalysts: c1ccc(cc1)-c2c3ccccc3cc4ccccc24 (9-Phenylanthracene), c1(P(c2ccccc2)c2ccccc2)c(c2c(cc1)cccc2)C(N[C@H]1[C@H](NC(c2c(P(c3ccccc3)c3ccccc3)ccc3c2cccc3)=O)CCCC1)=O, C1CC=CCCC=C1.C1CC=CCCC=C1.Cl[Ir].Cl[Ir] (Ir-93). Solvent: C(CCl)Cl (DCE). Reaction conditions: temperature 25 celsius, time 18 hour. Yields the product COc1ccc(CNC(C)c2cnccn2)cc1. Reaction SMILES: [CH3:1][O:2][c:3]1[cH:18][cH:17][c:6]([CH2:7]\[N:8]=[C:9](\[c:11]2[n:16][cH:15][cH:14][n:13][cH:12]2)/[CH3:10])[cH:5][cH:4]1>>[CH3:1][O:2][c:3]1[cH:18][cH:17][c:6]([CH2:7][NH:8][CH:9]([c:11]2[n:16][cH:15][cH:14][n:13][cH:12]2)[CH3:10])[cH:5][cH:4]1. Reactants: C1CCC2=NCCCN2CC1, Cc1ccc(CO)nc1, COCCOC, CS(=O)c1nc(N)nc(-c2ccccn2)c1C#N. Product: Cc1ccc(COc2nc(N)nc(-c3ccccn3)c2C#N)nc1. Reaction SMILES: [CH2:28]1[CH2:29][CH2:30][C:31]2=[N:36][CH2:35][CH2:34][CH2:33][N:32]2[CH2:37][CH2:38]1.[CH3:19][c:20]1[cH:21][cH:22][c:23]([CH2:26][OH:27])[n:24][cH:25]1.[CH3:39][O:40][CH2:41][CH2:42][O:43][CH3:44].[NH2:1][c:2]1[n:3][c:4](-[c:13]2[n:14][cH:15][cH:16][cH:17][cH:18]2)[c:5]([C:11]#[N:12])[c:6]([S:8]([CH3:9])=[O:10])[n:7]1>>[NH2:1][c:2]1[n:3][c:4](-[c:13]2[n:14][cH:15][cH:16][cH:17][cH:18]2)[c:5]([C:11]#[N:12])[c:6]([O:27][CH2:26][c:23]2[cH:22][cH:21][c:20]([CH3:19])[cH:25][n:24]2)[n:7]1. The reactants are CC(C)(C)[O-], CC(C)(C)[O-], CC(C)(C)[O-], CC(C)(C)[O-], CCC(CC(O)(C=O)C(F)(F)F)c1ccc(F)c(C)c1OC, Nc1cccc2[nH]c(=O)ccc12, [Ti+4]. Yields the product CCC(CC(O)(C=Nc1cccc2[nH]c(=O)ccc12)C(F)(F)F)c1ccc(F)c(C)c1OC. Reaction SMILES: [CH3:35][C:36]([CH3:37])([O-:38])[CH3:39].[CH3:41][C:42]([CH3:43])([O-:44])[CH3:45].[CH3:46][C:47]([CH3:48])([O-:49])[CH3:50].[CH3:51][C:52]([CH3:53])([O-:54])[CH3:55].[F:1][c:2]1[c:3]([CH3:22])[c:4]([O:20][CH3:21])[c:5]([CH:8]([CH2:9][C:10]([CH:11]=[O:12])([C:13]([F:14])([F:15])[F:16])[OH:17])[CH2:18][CH3:19])[cH:6][cH:7]1.[NH2:23][c:24]1[c:25]2[cH:26][cH:27][c:28](=[O:34])[nH:29][c:30]2[cH:31][cH:32][cH:33]1.[Ti+4:40]>>[F:1][c:2]1[c:3]([CH3:22])[c:4]([O:20][CH3:21])[c:5]([CH:8]([CH2:9][C:10]([CH:11]=[N:23][c:24]2[c:25]3[cH:26][cH:27][c:28](=[O:34])[nH:29][c:30]3[cH:31][cH:32][cH:33]2)([C:13]([F:14])([F:15])[F:16])[OH:17])[CH2:18][CH3:19])[cH:6][cH:7]1. Reactants: CCN(C(C)C)C(C)C (DIPEA), ClCOCC[Si](C)(C)C ((2-chloromethoxy-ethyl)-trimethylsilane), BrC1=C(C=2N(C=C1)C(NN2)=O)OC (7-bromo-8-methoxy-2H-[1,2,4]triazolo[4,3-a]pyridin-3-one), BrC1=C(C=2N(C=C1)C(NN2)=O)O (7-bromo-8-hydroxy-2H-[1,2,4]triazolo[4,3-a]pyridin-3-one). Solvent: C(Cl)Cl (DCM), C(Cl)Cl (DCM). Conditions: temperature 0 celsius, time 5 minute. The product is BrC1=C(C=2N(C=C1)C(N(N2)COCC[Si](C)(C)C)=O)OC (7-Bromo-8-methoxy-2-(2-trimethylsilanyl-ethoxymethyl)-2H-[1,2,4]triazolo[4,3-a]pyridin-3-one). The yield is 20.0%. As a reaction SMILES: [Br:1][C:2]1[CH:7]=[CH:6][N:5]2[C:8](=[O:11])[NH:9][N:10]=[C:4]2[C:3]=1[O:12][CH3:13].BrC1C=CN2C(=O)NN=C2C=1O.CCN(C(C)C)C(C)C.Cl[CH2:36][O:37][CH2:38][CH2:39][Si:40]([CH3:43])([CH3:42])[CH3:41]>C(Cl)Cl>[Br:1][C:2]1[CH:7]=[CH:6][N:5]2[C:8](=[O:11])[N:9]([CH2:36][O:37][CH2:38][CH2:39][Si:40]([CH3:43])([CH3:42])[CH3:41])[N:10]=[C:4]2[C:3]=1[O:12][CH3:13]. Procedure: To a stirred suspension of the mixture of 7-bromo-8-methoxy-2H-[1,2,4]triazolo[4,3-a]pyridin-3-one and 7-bromo-8-hydroxy-2H-[1,2,4]triazolo[4,3-a]pyridin-3-one (from step 4) in DCM (120 mL) at 0° C. was added DIPEA (35 mL, 0.2 mol). After 5 min, (2-chloromethoxy-ethyl)-trimethylsilane (11.9 mL, 67.2 mmol) was added. The mixture was stirred at 0° C. for 1 hour and at RT for a further 2 hours. The resulting mixture was diluted with DCM (200 mL) and washed successively with 0.5 M HCl (aq) (400 mL) ... The reactants are [BH4-], COc1cc(C=O)ccc1OCc1nc(-c2cccc(OS(C)(=O)=O)c2)oc1C, [Na+], C1CCOC1, O. Yields the product COc1cc(CO)ccc1OCc1nc(-c2cccc(OS(C)(=O)=O)c2)oc1C. Reaction SMILES: [BH4-:30].[CH3:1][S:2](=[O:3])(=[O:4])[O:5][c:6]1[cH:7][c:8](-[c:12]2[o:13][c:14]([CH3:29])[c:15]([CH2:17][O:18][c:19]3[c:20]([O:27][CH3:28])[cH:21][c:22]([CH:25]=[O:26])[cH:23][cH:24]3)[n:16]2)[cH:9][cH:10][cH:11]1.[Na+:31].[O:33]1[CH2:34][CH2:35][CH2:36][CH2:37]1.[OH2:32]>>[CH3:1][S:2](=[O:3])(=[O:4])[O:5][c:6]1[cH:7][c:8](-[c:12]2[o:13][c:14]([CH3:29])[c:15]([CH2:17][O:18][c:19]3[c:20]([O:27][CH3:28])[cH:21][c:22]([CH2:25][OH:26])[cH:23][cH:24]3)[n:16]2)[cH:9][cH:10][cH:11]1.